This data is from the Open Reaction Database (ORD), a public repository of structured organic reaction records. The task is: describe an organic reaction: reactants, conditions, products, and yield Reactants: C1(=CC=CC=C1)N=C=O (phenyl isocyanate), NC1=NN(C2=CC(=C(C=C12)C1=CC=CC=C1)Cl)COCC[Si](C)(C)C (3-amino-5-phenyl-6-chloro-1-[(2-trimethylsilylethoxy)methyl]indazole). Yields the product ClC1=C(C=C2C(=NN(C2=C1)COCC[Si](C)(C)C)NC(=O)NC1=CC=CC=C1)C1=CC=CC=C1 (1-[6-chloro-5-phenyl-1-(2-trimethylsilanylethoxymethyl)-1H-indazol-3-yl]-3-phenylurea). Solvent: O1CCCC1 (tetrahydrofuran). Run at time 24 hour. Procedure details: Stage 1: 39 □l of phenyl isocyanate are added to a solution of 102.2 mg of 3-amino-5-phenyl-6-chloro-1-[(2-trimethylsilylethoxy)methyl]indazole in 2.5 cm3 of tetrahydrofuran. The reaction medium is stirred at ambient temperature for 24 hours and is then evaporated. Purification of the crude product by chromatography on silica (eluant: methylene chloride/acetone (98/2, v/v)) makes it possible to obtain 122.5 mg of 1-[6-chloro-5-phenyl-1-(2-trimethylsilanylethoxymethyl)-1H-indazol-3-yl]-3-phenylur... RXN SMILES: [C:1]1([N:7]=[C:8]=[O:9])[CH:6]=[CH:5][CH:4]=[CH:3][CH:2]=1.[NH2:10][C:11]1[C:19]2[C:14](=[CH:15][C:16]([Cl:26])=[C:17]([C:20]3[CH:25]=[CH:24][CH:23]=[CH:22][CH:21]=3)[CH:18]=2)[N:13]([CH2:27][O:28][CH2:29][CH2:30][Si:31]([CH3:34])([CH3:33])[CH3:32])[N:12]=1>O1CCCC1>[Cl:26][C:16]1[CH:15]=[C:14]2[C:19]([C:11]([NH:10][C:8]([NH:7][C:1]3[CH:6]=[CH:5][CH:4]=[CH:3][CH:2]=3)=[O:9])=[N:12][N:13]2[CH2:27][O:28][CH2:29][CH2:30][Si:31]([CH3:34])([CH3:33])[CH3:32])=[CH:18][C:17]=1[C:20]1[CH:25]=[CH:24][CH:23]=[CH:22][CH:21]=1. Reactants: CC(C)(O)c1cn(-c2ccc(Br)cc2F)c(C(C)(C)c2c(Cl)cccc2Cl)n1, COCCOC, CC1(C)OB(c2cc(F)c(CO)c(S(C)(=O)=O)c2)OC1(C)C, [K+], [K+], O=C([O-])[O-], O. The product is CC(C)(O)c1cn(-c2ccc(-c3cc(F)c(CO)c(S(C)(=O)=O)c3)cc2F)c(C(C)(C)c2c(Cl)cccc2Cl)n1. As a reaction SMILES: [Br:1][c:2]1[cH:3][c:4]([F:28])[c:5](-[n:8]2[c:9]([C:17]([CH3:18])([CH3:19])[c:20]3[c:21]([Cl:27])[cH:22][cH:23][cH:24][c:25]3[Cl:26])[n:10][c:11]([C:13]([CH3:14])([CH3:15])[OH:16])[cH:12]2)[cH:6][cH:7]1.[CH3:57][O:58][CH2:59][CH2:60][O:61][CH3:62].[F:29][c:30]1[c:31]([CH2:49][OH:50])[c:32]([S:45](=[O:46])(=[O:47])[CH3:48])[cH:33][c:34]([B:36]2[O:37][C:38]([CH3:39])([CH3:40])[C:41]([CH3:42])([CH3:43])[O:44]2)[cH:35]1.[K+:51].[K+:52].[O-:53][C:54]([O-:55])=[O:56].[OH2:63]>>[c:2]1(-[c:34]2[cH:33][c:32]([S:45](=[O:46])(=[O:47])[CH3:48])[c:31]([CH2:49][OH:50])[c:30]([F:29])[cH:35]2)[cH:3][c:4]([F:28])[c:5](-[n:8]2[c:9]([C:17]([CH3:18])([CH3:19])[c:20]3[c:21]([Cl:27])[cH:22][cH:23][cH:24][c:25]3[Cl:26])[n:10][c:11]([C:13]([CH3:14])([CH3:15])[OH:16])[cH:12]2)[cH:6][cH:7]1. The reactants are NC1=C(C2=C(S1)CCCC2)C(=O)OCC (Ethyl 2-amino-4,5,6,7-tetrahydrobenzo[b]thiophene-3-carboxylate), C1(=CC=CC=C1)S(=O)(=O)Cl (benzenesulphonyl chloride), resultant solution. The solvent is O (water), N1=CC=CC=C1 (pyridine). Yields the product C1(=CC=CC=C1)S(=O)(=O)NC1=C(C2=C(S1)CCCC2)C(=O)OCC (ethyl 2-benzenesulphonylamino-4,5,6,7-tetrahydrobenzo[b]thiophene-3-carboxylate). Yield: 41.5%. RXN SMILES: [NH2:1][C:2]1[S:6][C:5]2[CH2:7][CH2:8][CH2:9][CH2:10][C:4]=2[C:3]=1[C:11]([O:13][CH2:14][CH3:15])=[O:12].[C:16]1([S:22](Cl)(=[O:24])=[O:23])[CH:21]=[CH:20][CH:19]=[CH:18][CH:17]=1>N1C=CC=CC=1.O>[C:16]1([S:22]([NH:1][C:2]2[S:6][C:5]3[CH2:7][CH2:8][CH2:9][CH2:10][C:4]=3[C:3]=2[C:11]([O:13][CH2:14][CH3:15])=[O:12])(=[O:24])=[O:23])[CH:21]=[CH:20][CH:19]=[CH:18][CH:17]=1. Reported procedure: Ethyl 2-amino-4,5,6,7-tetrahydrobenzo[b]thiophene-3-carboxylate (0.113 g) was added to a solution of benzenesulphonyl chloride (0.097 g) in pyridine (5 ml) and the resultant solution was stirred at room temperature for 16 hours. The mixture was diluted with water and extracted with ethyl acetate. The organic phase was washed with hydrochloric acid (1M), water, dried (MgSO4) and filtered. The filtrate was evaporated to dryness and the residue was purified by chromatography on silica, eluting with... Reactants: C(CCC)[Li] (n-Butyllithium), CC=1C=CC(=NC1)N (5-methylpyridin-2-amine), BrC=1C=NC=C(C#N)C1 (5-bromonicotinonitrile). Run in O1CCCC1 (tetrahydrofuran), O1CCCC1 (tetrahydrofuran). Conditions: temperature -40 celsius, time 15 minute. Yields the product BrC=1C=NC=C(C(NC2=NC=C(C=C2)C)=N)C1 (5-bromo-N-(5-methylpyridin-2-yl)nicotinimidamide). Reaction SMILES: C([Li])CCC.[CH3:6][C:7]1[CH:8]=[CH:9][C:10]([NH2:13])=[N:11][CH:12]=1.[Br:14][C:15]1[CH:16]=[N:17][CH:18]=[C:19]([CH:22]=1)[C:20]#[N:21]>O1CCCC1>[Br:14][C:15]1[CH:16]=[N:17][CH:18]=[C:19]([CH:22]=1)[C:20](=[NH:21])[NH:13][C:10]1[CH:9]=[CH:8][C:7]([CH3:6])=[CH:12][N:11]=1. Procedure: n-Butyllithium (1.6 M, 5.14 mL, 0.0081 mol) was added slowly at a temperature of −78° C. over a period of 5 min to a solution of 5-methylpyridin-2-amine (0.738 g, 0.0068 mol) in anhydrous tetrahydrofuran (40 mL). The reaction temperature was raised to −40° C. and the reaction mixture was stirred for 15 min. It was cooled to −78° C. and 5-bromonicotinonitrile (1.25 g, 0.0068 mol) in tetrahydrofuran (5 mL) was added. The reaction temperature was raised to RT and the reaction mixture was stirred fo... Starting materials: BrC=1N=C2N(C3=C(NC4=C2C=CC=C4)N=CC=C3)C1C1=CC=C(C=C1)C1(CCC1)NC(OC(C)(C)C)=O (tert-butyl {1-[4-(2-bromo-9H-imidazo[1,2-d]pyrido[2,3-b][1,4]benzodiazepin-3-yl)phenyl]cyclobutyl}carbamate), CC1(OB(OC1(C)C)C1=CC=C(C=C1)N1C(CCCC1)=O)C (1-[4-(4,4,5,5-tetramethyl-1,3,2-dioxaborolan-2-yl)phenyl]piperidin-2-one), C(=O)([O-])[O-].[Na+].[Na+] (Na2CO3). Reagents/catalysts: CC(C)(C)P(C1=CC=C(C=C1)N(C)C)C(C)(C)C.CC(C)(C)P(C1=CC=C(C=C1)N(C)C)C(C)(C)C.Cl[Pd]Cl (bis(di-tert-butyl(4-dimethylaminophenyl)phosphine)dichloropalladium(II)). Run in CN(C)C=O (DMF), O (water). Reaction conditions: temperature 160 celsius. The product is C(C)(C)(C)OC(NC1(CCC1)C1=CC=C(C=C1)C1=C(N=C2N1C1=C(NC3=C2C=CC=C3)N=CC=C1)C1=CC=C(C=C1)N1C(CCCC1)=O)=O (tert-Butyl[1-(4-{2-[4-(2-oxopiperidin-1-yl)phenyl]-9H-imidazo[1,2-d]pyrido[2,3-b][1,4]benzodiazepin-3-yl}phenyl)cyclobutyl]carbamate). The yield is 54.6%. As a reaction SMILES: Br[C:2]1[N:3]=[C:4]2[C:10]3[CH:11]=[CH:12][CH:13]=[CH:14][C:9]=3[NH:8][C:7]3[N:15]=[CH:16][CH:17]=[CH:18][C:6]=3[N:5]2[C:19]=1[C:20]1[CH:25]=[CH:24][C:23]([C:26]2([NH:30][C:31](=[O:37])[O:32][C:33]([CH3:36])([CH3:35])[CH3:34])[CH2:29][CH2:28][CH2:27]2)=[CH:22][CH:21]=1.CC1(C)C(C)(C)OB([C:46]2[CH:51]=[CH:50][C:49]([N:52]3[CH2:57][CH2:56][CH2:55][CH2:54][C:53]3=[O:58])=[CH:48][CH:47]=2)O1.C([O-])([O-])=O.[Na+].[Na+]>CN(C=O)C.O.CC(P(C(C)(C)C)C1C=CC(N(C)C)=CC=1)(C)C.CC(P(C(C)(C)C)C1C=CC(N(C)C)=CC=1)(C)C.Cl[Pd]Cl>[C:33]([O:32][C:31](=[O:37])[NH:30][C:26]1([C:23]2[CH:24]=[CH:25][C:20]([C:19]3[N:5]4[C:6]5[CH:18]=[CH:17][CH:16]=[N:15][C:7]=5[NH:8][C:9]5[CH:14]=[CH:13][CH:12]=[CH:11][C:10]=5[C:4]4=[N:3][C:2]=3[C:46]3[CH:51]=[CH:50][C:49]([N:52]4[CH2:57][CH2:56][CH2:55][CH2:54][C:53]4=[O:58])=[CH:48][CH:47]=3)=[CH:21][CH:22]=2)[CH2:29][CH2:28][CH2:27]1)([CH3:35])([CH3:34])[CH3:36] |f:2.3.4,7.8.9|. Procedure details: A mixture of tert-butyl {1-[4-(2-bromo-9H-imidazo[1,2-d]pyrido[2,3-b][1,4]benzodiazepin-3-yl)phenyl]cyclobutyl}carbamate (50.0 mg, 0.0895 mmol), 1-[4-(4,4,5,5-tetramethyl-1,3,2-dioxaborolan-2-yl)phenyl]piperidin-2-one (40.5 mg, 0.134 mmol), bis(di-tert-butyl(4-dimethylaminophenyl)phosphine)dichloropalladium(II) (6.34 mg, 0.00895 mmol) and 2 M Na2CO3 (0.0895 mL, 0.179 mmol) in DMF (1.00 mL) was heated at 160° C. under microwave irradiation for 1 hour. After cooling to room temperature, the mixtur... Starting materials: CS(=O)(=O)O[C@@H]1[C@@H]([C@H]2[C@@H]3CC[C@](C(C)=O)([C@]3(CC[C@@H]2[C@]2(C=CC(C=C12)=O)C)C)OC(C)=O)OS(=O)(=O)C (6β,7β-dimethanesulfonyloxy-17α-acetoxy-1,4-pregnadiene-3,20-dione), [N-]=[N+]=[N-].[Na+] (sodium azide). Run in CN(C=O)C (dimethylformamide). Product: N(=[N+]=[N-])C1=C[C@H]2[C@@H]3CC[C@](C(C)=O)([C@]3(CC[C@@H]2[C@]2(C=CC(C=C12)=O)C)C)OC(C)=O (6-azido-17α-acetoxy-1,4,6-pregnatriene-3,20-dione). Reaction SMILES: CS(O[C@H:6]1[C:25]2[C@:20]([CH3:27])([CH:21]=[CH:22][C:23](=[O:26])[CH:24]=2)[C@@H:19]2[C@H:8]([C@H:9]3[C@:16]([CH3:28])([CH2:17][CH2:18]2)[C@@:12]([O:29][C:30](=[O:32])[CH3:31])([C:13](=[O:15])[CH3:14])[CH2:11][CH2:10]3)[C@H:7]1OS(C)(=O)=O)(=O)=O.[N-:38]=[N+:39]=[N-:40].[Na+]>CN(C)C=O>[N:38]([C:6]1[C:25]2[C@:20]([CH3:27])([CH:21]=[CH:22][C:23](=[O:26])[CH:24]=2)[C@@H:19]2[C@H:8]([C@H:9]3[C@:16]([CH3:28])([CH2:17][CH2:18]2)[C@@:12]([O:29][C:30](=[O:32])[CH3:31])([C:13](=[O:15])[CH3:14])[CH2:11][CH2:10]3)[CH:7]=1)=[N+:39]=[N-:40] |f:1.2|. Procedure: In a manner similar to that described in Example 1D, treat 6β,7β-dimethanesulfonyloxy-17α-acetoxy-1,4-pregnadiene-3,20-dione with sodium azide in dimethylformamide. Isolate and purify the resultant product in a manner similar to that described in Example 1D to obtain 6-azido-17α-acetoxy-1,4,6-pregnatriene-3,20-dione. Reactants: C(C)(C)(C)OC(=O)N1C[C@@](CC1)(C)NC=1C=C2N3[C@H](C(NN=C3COC2=CC1Br)=O)C ((S)-3-((S)-7-bromo-4-methyl-3-oxo-2,3,4,10-tetrahydro-9-oxa-1,2,4a-triaza-phenanthren-6-ylamino)-3-methyl-pyrrolidine-1-carboxylic acid tert-butyl ester), C(=O)([O-])[O-].[K+].[K+] (K2CO3), C(C)O/C=C/B1OC(C(O1)(C)C)(C)C ((E)-2-(2-ethoxyvinyl)-4,4,5,5-tetramethyl-1,3,2-dioxaborolane). Reagents/catalysts: C1=CC=C(C=C1)P([C-]2C=CC=C2)C3=CC=CC=C3.C1=CC=C(C=C1)P([C-]2C=CC=C2)C3=CC=CC=C3.Cl[Pd]Cl.[Fe+2].C(Cl)Cl (PdCl2(dppf) CH2Cl2). Run in O1CCOCC1 (dioxane), O (water). Run at temperature 90 celsius, time 14 hour. The product is C(C)(C)(C)OC(=O)N1C[C@@](CC1)(C)NC=1C=C2N3[C@H](C(NN=C3COC2=CC1\C=C\OCC)=O)C ((S)-3-[(S)-7-((E)-2-ethoxy-vinyl)-4-methyl-3-oxo-2,3,4,10-tetrahydro-9-oxa-1,2,4a-triaza-phenanthren-6-ylamino]-3-methyl-pyrrolidine-1-carboxylic acid tert-butyl ester). Isolated yield 33.8%. As a reaction SMILES: [C:1]([O:5][C:6]([N:8]1[CH2:12][CH2:11][C@@:10]([NH:14][C:15]2[CH:16]=[C:17]3[C:26](=[CH:27][C:28]=2Br)[O:25][CH2:24][C:23]2[N:18]3[C@@H:19]([CH3:31])[C:20](=[O:30])[NH:21][N:22]=2)([CH3:13])[CH2:9]1)=[O:7])([CH3:4])([CH3:3])[CH3:2].C([O-])([O-])=O.[K+].[K+].[CH2:38]([O:40]/[CH:41]=[CH:42]/B1OC(C)(C)C(C)(C)O1)[CH3:39]>O1CCOCC1.O.C1C=CC(P(C2C=CC=CC=2)[C-]2C=CC=C2)=CC=1.C1C=CC(P(C2C=CC=CC=2)[C-]2C=CC=C2)=CC=1.Cl[Pd]Cl.[Fe+2].C(Cl)Cl>[C:1]([O:5][C:6]([N:8]1[CH2:12][CH2:11][C@@:10]([NH:14][C:15]2[CH:16]=[C:17]3[C:26](=[CH:27][C:28]=2/[CH:39]=[CH:38]/[O:40][CH2:41][CH3:42])[O:25][CH2:24][C:23]2[N:18]3[C@@H:19]([CH3:31])[C:20](=[O:30])[NH:21][N:22]=2)([CH3:13])[CH2:9]1)=[O:7])([CH3:4])([CH3:3])[CH3:2] |f:1.2.3,7.8.9.10.11|. Procedure: A mixture of (S)-3-((S)-7-bromo-4-methyl-3-oxo-2,3,4,10-tetrahydro-9-oxa-1,2,4a-triaza-phenanthren-6-ylamino)-3-methyl-pyrrolidine-1-carboxylic acid tert-butyl ester (isomer A, SFC (Table 1, Method 52) Rt=2.880 min, 0.030 g, 0.061 mmol), K2CO3 (0.017 g, 0.121 mmol), (E)-2-(2-ethoxyvinyl)-4,4,5,5-tetramethyl-1,3,2-dioxaborolane (0.018 g, 0.091 mmol) and PdCl2(dppf)-CH2Cl2 adduct (4.96 mg, 6.07 μmol) in dioxane (2 mL) and water (0.3 mL) was stirred at 90° C. for 14 h. The reaction mixture was cool...